Dataset: the Open Reaction Database (ORD), a public repository of structured organic reaction records. Task: describe an organic reaction: reactants, conditions, products, and yield Reactants: hexanes ethyl acetate, N1(CCNCC1)C(=O)OC(C)(C)C (tert-butyl piperazine-1-carboxylate), C(C)(C)N(CC)C(C)C (diisopropylethylamine), FC(C=1C=C(C=CC1)S(=O)(=O)Cl)(F)F (3-(trifluoromethyl)benzene-1-sulfonyl chloride). The solvent is ClCCl (dichloromethane), ClCCl (dichloromethane). Conditions: time 8 hour. Yields the product FC(C=1C=C(C=CC1)S(=O)(=O)N1CCN(CC1)C(=O)OC(C)(C)C)(F)F (tert-butyl 4-(3-(trifluoromethyl)phenylsulfonyl)piperazine-1-carboxylate). As a reaction SMILES: [N:1]1([C:7]([O:9][C:10]([CH3:13])([CH3:12])[CH3:11])=[O:8])[CH2:6][CH2:5][NH:4][CH2:3][CH2:2]1.C(N(C(C)C)CC)(C)C.[F:23][C:24]([F:36])([F:35])[C:25]1[CH:26]=[C:27]([S:31](Cl)(=[O:33])=[O:32])[CH:28]=[CH:29][CH:30]=1>ClCCl>[F:36][C:24]([F:23])([F:35])[C:25]1[CH:26]=[C:27]([S:31]([N:4]2[CH2:5][CH2:6][N:1]([C:7]([O:9][C:10]([CH3:13])([CH3:12])[CH3:11])=[O:8])[CH2:2][CH2:3]2)(=[O:32])=[O:33])[CH:28]=[CH:29][CH:30]=1. Procedure: To tert-butyl piperazine-1-carboxylate (1.39 g, 7.46 mmol) and diisopropylethylamine (1.955 mL, 11.19 mmol) in dichloromethane (10 mL) was added 3-(trifluoromethyl)benzene-1-sulfonyl chloride (1.196 mL, 7.46 mmol) dropwise. The reaction was stirred overnight. Thin layer chromatography indicated formation of a new product (hexanes/ethyl acetate 1:1). The reaction was diluted with dichloromethane (50 mL), washed with 1 N HCl (50 mL) and brine (50 mL), dried over magnesium sulfate, and concentrated... The reactants are CCOc1ccccc1-c1nc2c(C3CCCC3)noc2c(=O)[nH]1, O=S(=O)(O)Cl, ClCCl, O. Yields the product CCOc1ccc(S(=O)(=O)Cl)cc1-c1nc2c(C3CCCC3)noc2c(=O)[nH]1. As a reaction SMILES: [CH:6]1([c:11]2[n:12][o:13][c:14]3[c:15]2[n:16][c:17](-[c:21]2[c:22]([O:27][CH2:28][CH3:29])[cH:23][cH:24][cH:25][cH:26]2)[nH:18][c:19]3=[O:20])[CH2:7][CH2:8][CH2:9][CH2:10]1.[Cl:1][S:2](=[O:3])(=[O:4])[OH:5].[Cl:31][CH2:32][Cl:33].[OH2:30]>>[Cl:1][S:2](=[O:3])(=[O:5])[c:25]1[cH:24][cH:23][c:22]([O:27][CH2:28][CH3:29])[c:21](-[c:17]2[n:16][c:15]3[c:11]([CH:6]4[CH2:7][CH2:8][CH2:9][CH2:10]4)[n:12][o:13][c:14]3[c:19](=[O:20])[nH:18]2)[cH:26]1.